From a dataset of the Open Reaction Database (ORD), a public repository of structured organic reaction records. describe an organic reaction: reactants, conditions, products, and yield Procedure details: 100 g of 4,3-bis-(p-methoxyphenyl)-thiazoline-2-thione are dissolved in 320 ml of 2 N sodium hydroxide solution while stirring. 45 ml of 2-bromoethanol are then added, the mixture is stirred at room temperature for 15 minutes, 500 ml of methylene chloride are added, the mixture is filtered through diatomaceous earth, the organic layer is removed and extracted by washing with 200 ml of 2 N sodium hydroxide solution. The combined aqueous phases are subsequently extracted twice with methylene chlor... Reactants: BrCCO (2-bromoethanol), COC1=CC=C(C=C1)C=1N(C(SC1)=S)C1=CC=C(C=C1)OC (4,3-bis-(p-methoxyphenyl)-thiazoline-2-thione), C(Cl)Cl (methylene chloride). Product: OCCSC=1SC(=C(N1)C1=CC=C(C=C1)OC)C1=CC=C(C=C1)OC (2-(2-Hydroxyethylthio)-4,5-bis-(p-methoxyphenyl)-thiazole). RXN SMILES: [CH3:1][O:2][C:3]1[CH:8]=[CH:7][C:6]([C:9]2[N:10](C3C=CC(OC)=CC=3)[C:11](=[S:14])[S:12][CH:13]=2)=[CH:5][CH:4]=1.Br[CH2:24][CH2:25][OH:26].C(Cl)Cl>[OH-].[Na+]>[OH:26][CH2:25][CH2:24][S:14][C:11]1[S:12][C:13]([C:6]2[CH:7]=[CH:8][C:3]([O:2][CH3:1])=[CH:4][CH:5]=2)=[C:9]([C:6]2[CH:5]=[CH:4][C:3]([O:2][CH3:1])=[CH:8][CH:7]=2)[N:10]=1 |f:3.4|. The solvent is [OH-].[Na+] (sodium hydroxide). Starting materials: CO, C=CCC(Nc1ccccc1[N+](=O)[O-])C(=O)OC, O, Cl[Sn]Cl. Yields the product C=CCC1Nc2ccccc2NC1=O. As a reaction SMILES: [CH3:23][OH:24].[N+:1]([c:4]1[c:5]([NH:10][CH:11]([C:12]([O:2][CH3:3])=[O:13])[CH2:16][CH:17]=[CH2:18])[cH:6][cH:7][cH:8][cH:9]1)([O-:14])=[O:15].[OH2:22].[Sn:19]([Cl:20])[Cl:21]>>[NH:1]1[c:4]2[c:5]([cH:6][cH:7][cH:8][cH:9]2)[NH:10][CH:11]([CH2:16][CH:17]=[CH2:18])[C:12]1=[O:13]. The reactants are C(C1=CC=CC=C1)OP(=O)(OCC1=CC=CC=C1)CC1(CCCC1)C(=O)N[C@@H]1C(N(C2=C(CC1)C=CC=C2)CC(=O)OCC2=CC=CC=C2)=O (benzyl (3S)-3-(1-dibenzylphosphonomethylcyclopentane-1-carbonylamino)-2,3,4,5-tetrahydro-2-oxo-1H-1-benzazepine-1-acetate), [H][H] (hydrogen). Reagents/catalysts: [Pd] (palladium). Run in C(C)O (ethanol). Yields the product P(=O)(O)(O)CC1(CCCC1)C(=O)N[C@@H]1C(N(C2=C(CC1)C=CC=C2)CC(=O)O)=O ((3S)-3-(1-Phosphonomethylcyclopentane-1-carbonylamino)-2,3,4,5-tetrahydro-2-oxo-1H-1-benzazepine-1-acetic acid). Isolated yield 77.5%. RXN SMILES: C([O:8][P:9]([CH2:19][C:20]1([C:25]([NH:27][C@H:28]2[CH2:34][CH2:33][C:32]3[CH:35]=[CH:36][CH:37]=[CH:38][C:31]=3[N:30]([CH2:39][C:40]([O:42]CC3C=CC=CC=3)=[O:41])[C:29]2=[O:50])=[O:26])[CH2:24][CH2:23][CH2:22][CH2:21]1)([O:11]CC1C=CC=CC=1)=[O:10])C1C=CC=CC=1.[H][H]>C(O)C.[Pd]>[P:9]([CH2:19][C:20]1([C:25]([NH:27][C@H:28]2[CH2:34][CH2:33][C:32]3[CH:35]=[CH:36][CH:37]=[CH:38][C:31]=3[N:30]([CH2:39][C:40]([OH:42])=[O:41])[C:29]2=[O:50])=[O:26])[CH2:24][CH2:23][CH2:22][CH2:21]1)([OH:10])([OH:11])=[O:8]. Reported procedure: 1.9 g of benzyl (3S)-3-(1-dibenzylphosphonomethylcyclopentane-1-carbonylamino)-2,3,4,5-tetrahydro-2-oxo-1H-1-benzazepine-1-acetate (preparation see Example 1G) were dissolved in 100 ml of ethanol. 1.2 g of a 5% strength palladium catalyst on active carbon were added to the solution and it was hydrogenated for 3 hours at a hydrogen pressure of 5.5 bar. For workup, the catalyst was filtered out, the filtrate was evaporated in vacuo and the residue was dried. 0.9 g of the title compound was obtaine... Reactants: FC(C(=O)O)(F)F.FC1=C(C=CC(=C1)N1N=NN=C1)C=1C=CC2=C(N=C(O2)C2CCNCC2)C1 (5-[2-fluoro-4-(1H-tetrazol-1-yl)phenyl]-2-(piperidin-4-yl)benzo[d]oxazole 2,2,2-trifluoroacetate), C1(CCC1)O (cyclobutanol), TEA, N,N-Carbonyl diimidazole. Solvent: CN(C)C=O (DMF). Run at time 1 hour. Yields the product FC1=C(C=CC(=C1)N1N=NN=C1)C=1C=CC2=C(N=C(O2)C2CCN(CC2)C(=O)OC2CCC2)C1 (Cyclobutyl 4-{5-[2-fluoro-4-(1H-tetrazol-1-yl)phenyl]benzo[d]oxazol-2-yl}piperidine-1-carboxylate). Isolated yield 17.4%. Reaction SMILES: FC(F)(F)[C:3]([OH:5])=[O:4].[F:8][C:9]1[CH:14]=[C:13]([N:15]2[CH:19]=[N:18][N:17]=[N:16]2)[CH:12]=[CH:11][C:10]=1[C:20]1[CH:21]=[CH:22][C:23]2[O:27][C:26]([CH:28]3[CH2:33][CH2:32][NH:31][CH2:30][CH2:29]3)=[N:25][C:24]=2[CH:34]=1.[CH:35]1(O)[CH2:38][CH2:37][CH2:36]1>CN(C=O)C>[F:8][C:9]1[CH:14]=[C:13]([N:15]2[CH:19]=[N:18][N:17]=[N:16]2)[CH:12]=[CH:11][C:10]=1[C:20]1[CH:21]=[CH:22][C:23]2[O:27][C:26]([CH:28]3[CH2:29][CH2:30][N:31]([C:3]([O:5][CH:35]4[CH2:38][CH2:37][CH2:36]4)=[O:4])[CH2:32][CH2:33]3)=[N:25][C:24]=2[CH:34]=1 |f:0.1|. Reported procedure: Tert-butyl 4-{5-[2-fluoro-4-(1H-tetrazol-1-yl)phenyl]benzo[d]oxazol-2-yl}piperidine-1-carboxylate (300 mg, 0.65 mmol) dissolved in DCM (15 ml) and added Trifluoroacetic acid (1.5 ml). This mixture was stirred at rt for 2 h. DCM removed from the reaction mixture to obtain 5-[2-fluoro-4-(1H-tetrazol-1-yl)phenyl]-2-(piperidin-4-yl)benzo[d]oxazole 2,2,2-trifluoroacetate (300 mg). 5-[2-fluoro-4-(1H-tetrazol-1-yl)phenyl]-2-(piperidin-4-yl)benzo[d]oxazole 2,2,2-trifluoroacetate (150 mg, 0.31 mmol) was ... Starting materials: CC(C)(C)[Si](Cl)(c1ccccc1)c1ccccc1, CN(C)C=O, O=C1CCc2ccc(O)cc21, c1c[nH]cn1. Yields the product Cl, O=C1CCc2ccc(O)cc21. RXN SMILES: [C:12]([Si:13]([c:14]1[cH:15][cH:16][cH:17][cH:18][cH:19]1)([c:20]1[cH:21][cH:22][cH:23][cH:24][cH:25]1)[Cl:29])([CH3:26])([CH3:27])[CH3:28].[O:35]=[CH:36][N:37]([CH3:38])[CH3:39].[OH:1][c:2]1[cH:3][cH:4][c:5]2[c:9]([cH:10]1)[C:8](=[O:11])[CH2:7][CH2:6]2.[nH:30]1[cH:31][cH:32][n:33][cH:34]1>>[ClH:29].[OH:1][c:2]1[cH:3][cH:4][c:5]2[c:9]([cH:10]1)[C:8](=[O:11])[CH2:7][CH2:6]2.